From a dataset of the Open Reaction Database (ORD), a public repository of structured organic reaction records. describe an organic reaction: reactants, conditions, products, and yield Reactants: O1C(=CC=C1)CN1C=C(C2=CC(=CC=C12)OC)C1CCNCC1 (1-furan-2-ylmethyl-5-methoxy-3-piperidin-4-yl-1H-indole), COC(C1=C(C=C(C=C1)OC)CBr)=O (2-bromomethyl-4-methoxy-benzoic acid methyl ester). Product: O1C(=CC=C1)CN1C=C(C2=CC(=CC=C12)OC)C1CCN(CC1)CC1=C(C(=O)O)C=CC(=C1)OC (2-[4-(1-furan-2-ylmethyl-5-methoxy-1H-indol-3-yl)-piperidin-1-ylmethyl]-4-methoxy-benzoic acid). As a reaction SMILES: [O:1]1[CH:5]=[CH:4][CH:3]=[C:2]1[CH2:6][N:7]1[C:15]2[C:10](=[CH:11][C:12]([O:16][CH3:17])=[CH:13][CH:14]=2)[C:9]([CH:18]2[CH2:23][CH2:22][NH:21][CH2:20][CH2:19]2)=[CH:8]1.C[O:25][C:26](=[O:37])[C:27]1[CH:32]=[CH:31][C:30]([O:33][CH3:34])=[CH:29][C:28]=1[CH2:35]Br>>[O:1]1[CH:5]=[CH:4][CH:3]=[C:2]1[CH2:6][N:7]1[C:15]2[C:10](=[CH:11][C:12]([O:16][CH3:17])=[CH:13][CH:14]=2)[C:9]([CH:18]2[CH2:23][CH2:22][N:21]([CH2:35][C:28]3[CH:29]=[C:30]([O:33][CH3:34])[CH:31]=[CH:32][C:27]=3[C:26]([OH:37])=[O:25])[CH2:20][CH2:19]2)=[CH:8]1. Procedure details: This compound was prepared following the procedure described in example 13 (part D) starting with 0.05 g (0.17 mmol) of 1-furan-2-ylmethyl-5-methoxy-3-piperidin-4-yl-1H-indole and 0.057 g (0.22 mmol) of 2-bromomethyl-4-methoxy-benzoic acid methyl ester. After standard work-up and purification by chromatography using a C18 column, 0.029 g (36% of yield) of the expected acid were obtained.